Dataset: the Open Reaction Database (ORD), a public repository of structured organic reaction records. Task: describe an organic reaction: reactants, conditions, products, and yield Reactants: C(C)(C)(C)OC(N(CCC1=CC=C(C=C1)[N+](=O)[O-])CC1=CC=CC=C1)=O (Benzyl-[2-(4-nitro-phenyl)-ethyl]-carbamic acid tert-butyl ester). Run in C1CCOC1 (THF). The product is C(C)(C)(C)OC(N(CC1=CC=CC=C1)CCC1=CC=C(C=C1)N)=O ([2-(4-Amino-phenyl)-ethyl]-benzyl-carbamic acid tert-butyl ester). RXN SMILES: [C:1]([O:5][C:6](=[O:26])[N:7]([CH2:19][C:20]1[CH:25]=[CH:24][CH:23]=[CH:22][CH:21]=1)[CH2:8][CH2:9][C:10]1[CH:15]=[CH:14][C:13]([N+:16]([O-])=O)=[CH:12][CH:11]=1)([CH3:4])([CH3:3])[CH3:2]>C1COCC1>[C:1]([O:5][C:6](=[O:26])[N:7]([CH2:8][CH2:9][C:10]1[CH:15]=[CH:14][C:13]([NH2:16])=[CH:12][CH:11]=1)[CH2:19][C:20]1[CH:25]=[CH:24][CH:23]=[CH:22][CH:21]=1)([CH3:4])([CH3:2])[CH3:3]. Reported procedure: Benzyl-[2-(4-nitro-phenyl)-ethyl]-carbamic acid tert-butyl ester (100 mmol) was dissolved in THF (20 ml) and hydrogenated under a pressure of one atmosphere overnight. The reaction mixture was filtered and washed with THF. The filtrate was concentrated to dryness and was used directly in the procedure for Example 1D. Product: IC1=CC(=C(C=C1)O)OCCC(C)C (4-iodo-isoamyloxyphenol). Reported procedure: Using the method described in Example 48 for the preparation of 4-cyanophenol allyl ether, 4-iodophenol was reacted with isoamylbromide in the presence of potassium carbonate to give 4-iodo-isoamyloxyphenol as an oil, NMR(CDCl3): 0.95(6H,d), 1.66(2H,q), 1.68-1.92(1H,m), 3.93(2H,t), 6.63-6.72(2H,d), 7.49-7.59(2H,d); m/z290(M). Reactants: C(C=C)OC1=CC=C(C=C1)C#N (4-cyanophenol allyl ether), IC1=CC=C(C=C1)O (4-iodophenol), C(CC(C)C)Br (isoamylbromide), C([O-])([O-])=O.[K+].[K+] (potassium carbonate). Reaction SMILES: C(OC1C=[CH:9][C:8]([C:11]#N)=[CH:7][CH:6]=1)C=C.[I:13][C:14]1[CH:19]=[CH:18][C:17]([OH:20])=[CH:16][CH:15]=1.C(Br)CC(C)C.C(=O)([O-])[O-:28].[K+].[K+]>>[I:13][C:14]1[CH:19]=[CH:18][C:17]([OH:20])=[C:16]([O:28][CH2:6][CH2:7][CH:8]([CH3:11])[CH3:9])[CH:15]=1 |f:3.4.5|. Reaction SMILES: [CH3:1][O:2][C:3]1[CH:8]=[CH:7][C:6]([C:9]2[N:10]=[N+:11]([O-])[CH:12]=[CH:13][C:14]=2[C:15]2[CH:20]=[CH:19][C:18]([O:21][CH3:22])=[CH:17][CH:16]=2)=[CH:5][CH:4]=1.[C-:24]#[N:25].[K+].C(Cl)(=O)C1C=CC=CC=1.O.C(Cl)(Cl)Cl>O>[CH3:1][O:2][C:3]1[CH:8]=[CH:7][C:6]([C:9]2[N:10]=[N:11][C:12]([C:24]#[N:25])=[CH:13][C:14]=2[C:15]2[CH:20]=[CH:19][C:18]([O:21][CH3:22])=[CH:17][CH:16]=2)=[CH:5][CH:4]=1 |f:1.2,4.5|. The solvent is O (water). The yield is 64.0%. Yields the product COC1=CC=C(C=C1)C=1N=NC(=CC1C1=CC=C(C=C1)OC)C#N (3,4-bis-(4-methoxyphenyl)-6-cyanopyridazine). Reactants: COC1=CC=C(C=C1)C=1N=[N+](C=CC1C1=CC=C(C=C1)OC)[O-] (3,4-bis-(4-methoxyphenyl)pyridazine 1-oxide), O.C(Cl)(Cl)Cl (Water chloroform), [C-]#N.[K+] (potassium cyanide), C(C1=CC=CC=C1)(=O)Cl (benzoyl chloride). Procedure: A solution of 3,4-bis-(4-methoxyphenyl)pyridazine 1-oxide [Eur. J. Med. Chem.-Chimica Therapeutica, 14, 53-60 (1979)] (5.01 g, 16.25 mmol) and potassium cyanide (3.17 g, 48.75 mmol) in water (90 ml) was ice-cooled. After benzoyl chloride (7.77 g, 55.25 mmol) was added dropwise with vigorous stirring under a nitrogen gas atmosphere, the resulting mixture was stirred at room temperature for 20 hours. Water-chloroform was added to the reaction mixture, and subsequent to alkalinization, the thus-obt... Reactants: FC1=CC=C(C=C1)C(C(CC1=CC=C(C=C1)C(F)(F)F)NC(=O)C=1OC=CC(C1)=O)=O (N-(2-(4-fluorophenyl)-2-oxo-1-((4-(trifluoromethyl)phenyl)methyl)ethyl)-4-oxo-4H-pyran-2-carboxamide), Cl (hydrochloric acid), [BH4-].[Na+] (sodium borohydride). The reagents and catalysts are [Cl-].[Mn+2].[Cl-] (manganese (II) chloride). Solvent: CO (methanol). Run at time 30 minute. Yields the product FC1=CC=C(C=C1)C(C(CC1=CC=C(C=C1)C(F)(F)F)NC(=O)C=1OC=CC(C1)=O)O (N-(2-(4-fluorophenyl)-2-hydroxy-1-((4-(trifluoromethyl)phenyl)methyl)ethyl)-4-oxo-4H-pyran-2-carboxamide). Isolated yield 34.7%. RXN SMILES: [F:1][C:2]1[CH:7]=[CH:6][C:5]([C:8](=[O:31])[CH:9]([NH:21][C:22]([C:24]2[O:25][CH:26]=[CH:27][C:28](=[O:30])[CH:29]=2)=[O:23])[CH2:10][C:11]2[CH:16]=[CH:15][C:14]([C:17]([F:20])([F:19])[F:18])=[CH:13][CH:12]=2)=[CH:4][CH:3]=1.[BH4-].[Na+].Cl>CO.[Cl-].[Mn+2].[Cl-]>[F:1][C:2]1[CH:3]=[CH:4][C:5]([CH:8]([OH:31])[CH:9]([NH:21][C:22]([C:24]2[O:25][CH:26]=[CH:27][C:28](=[O:30])[CH:29]=2)=[O:23])[CH2:10][C:11]2[CH:16]=[CH:15][C:14]([C:17]([F:20])([F:18])[F:19])=[CH:13][CH:12]=2)=[CH:6][CH:7]=1 |f:1.2,5.6.7|. Procedure: To a solution of N-(2-(4-fluorophenyl)-2-oxo-1-((4-(trifluoromethyl)phenyl)methyl)ethyl)-4-oxo-4H-pyran-2-carboxamide (400 mg, 0.92 mmol) in methanol (30 ml) was added manganese (II) chloride (232 mg, 1.85 mmol), and the mixture was stirred at room temperature for 30 min. To the reaction solution was added sodium borohydride (70 mg, 1.85 mmol) under ice-cooling and the mixture was stirred for 1 hr. The reaction solution was poured into 1N hydrochloric acid (30 ml), and extracted with ethyl aceta... Starting materials: [H-].[Al+3].[Li+].[H-].[H-].[H-] (lithium aluminum hydride), CN(C(C(C(CC)C1=CC(=CC=C1)OC)C)=O)C (N,N-dimethyl-2-methyl-3-(3-methoxyphenyl) valeramide), ice water. Run in CCOCC (ether). The product is COC=1C=C(C=CC1)C(C(CN(C)C)C)CC (3-(3-methoxy-phenyl)-N,N,2-trimethyl pentylamine). Isolated yield 85.0%. RXN SMILES: [H-].[Al+3].[Li+].[H-].[H-].[H-].[CH3:7][N:8]([CH3:24])[C:9](=O)[CH:10]([CH3:22])[CH:11]([C:14]1[CH:19]=[CH:18][CH:17]=[C:16]([O:20][CH3:21])[CH:15]=1)[CH2:12][CH3:13]>CCOCC>[CH3:21][O:20][C:16]1[CH:15]=[C:14]([CH:11]([CH2:12][CH3:13])[CH:10]([CH3:22])[CH2:9][N:8]([CH3:24])[CH3:7])[CH:19]=[CH:18][CH:17]=1 |f:0.1.2.3.4.5|. Procedure details: The steps are: add anhydrous ether into a reaction flask, and add lithium aluminum hydride under the condition of ice bath; dip compound 7, control the temperature within 10, after the dipping detect the reaction process by TLC; after the reaction is ended, pour the reaction liquid in the ice water slowly, separate the ether layer out, rinse by water, perform drying, and recycle the solvent by decompression to obtain a light yellow liquid, 3-(3-methoxy-phenyl)-N,N,2-trimethyl pentylamine. Yield:... Reactants: C(C=C)NC1=CC=CC=C1 (N-allylaniline), C[SiH](O[SiH](C)C)C (1,1,3,3-tetramethyldisiloxane), crude product, C (carbon black). Reagents/catalysts: [H+].[H+].Cl[Pt-2](Cl)(Cl)(Cl)(Cl)Cl (hexachloroplatinic acid). The product is C1(=CC=CC=C1)NCCC[Si](O[Si](C)(C)CCCNC1=CC=CC=C1)(C)C (1,3-bis(N-phenyl-3-aminopropyl)-1,1,3,3-tetramethyldisiloxane). RXN SMILES: [CH2:1]([NH:4][C:5]1[CH:10]=[CH:9][CH:8]=[CH:7][CH:6]=1)[CH:2]=[CH2:3].[CH3:11][SiH:12]([CH3:17])[O:13][SiH:14]([CH3:16])[CH3:15].[CH4:18]>[H+].[H+].Cl[Pt-2](Cl)(Cl)(Cl)(Cl)Cl>[C:5]1([NH:4][CH2:1][CH2:2][CH2:3][Si:12]([CH3:17])([CH3:11])[O:13][Si:14]([CH2:18][CH2:2][CH2:1][NH:4][C:5]2[CH:10]=[CH:9][CH:8]=[CH:7][CH:6]=2)([CH3:16])[CH3:15])[CH:10]=[CH:9][CH:8]=[CH:7][CH:6]=1 |f:3.4.5|. Reported procedure: N-allylaniline (0.200 mole) and 1,1,3,3-tetramethyldisiloxane (0.100 mole) are introduced along with 0.05 g hexachloroplatinic acid into a 100 ml cylindrical glass reactor equipped with reflux condenser, nitrogen inlet, and stir bar. The contents of the reaction are heated and maintained while stirring, at approximately 70° C., for a period of ten hours. The IR spectrum of the resulting viscous oil shows no peaks corresponding to Si-H, indicating completion of the reaction. The crude product is ... Reactants: O (water), CN1C(NC(C=2N(C=NC12)C(C(CC)(C)C)=O)=O)=O (3-Methyl-7-(methylpivaloyl)xanthine), [H-].[Na+] (NaH), BrCCCCC(C)=O (6-Bromo-2-hexanone). Solvent: CS(=O)C (DMSO). Run at time 15 minute. The product is O=C(CCCCN1C(=O)N(C=2N=CN(C2C1=O)C(C(CC)(C)C)=O)C)C (1-(5-oxohexyl)-3-methyl-7-(methylpivaloyl)xanthine). The yield is 49.7%. Reaction SMILES: [CH3:1][N:2]1[C:10]2[N:9]=[CH:8][N:7]([C:11](=[O:17])[C:12]([CH3:16])([CH3:15])[CH2:13][CH3:14])[C:6]=2[C:5](=[O:18])[NH:4][C:3]1=[O:19].[H-].[Na+].Br[CH2:23][CH2:24][CH2:25][CH2:26][C:27](=[O:29])[CH3:28].O>CS(C)=O>[O:29]=[C:27]([CH3:28])[CH2:26][CH2:25][CH2:24][CH2:23][N:4]1[C:5](=[O:18])[C:6]2[N:7]([C:11](=[O:17])[C:12]([CH3:15])([CH3:16])[CH2:13][CH3:14])[CH:8]=[N:9][C:10]=2[N:2]([CH3:1])[C:3]1=[O:19] |f:1.2|. Procedure details: 3-Methyl-7-(methylpivaloyl)xanthine (406 mg, 1.5 mmol) was added to a stirring suspension of NaH (36 mg, 1.5 mmol) in DMSO (20 ml) and stirred for 15 min. 6-Bromo-2-hexanone (260 mg, 1.5 mmol) was added and the reaction mixture was stirred for 20 hrs. The reaction mixture was poured into 100 ml of water and extracted with 25% ethanol/dichloromethane (3×40 ml). The combined organic extracts were combined, dried with magnesium sulfate and the solvent was removed under vacuum to give a brown oil. T... Reactants: FC(C1=CC2=C(SC3=C(C(C2)O)C=CC=C3)C=C1)(F)F (10,11-dihydro-2-trifluoromethyl-dibenzo[b,f]-thiepin-10-ol), [Cl-].[Ca+2].[Cl-] (calcium chloride), Cl (hydrochloric acid). Run in C1=CC=CC=C1 (benzene). Reaction conditions: time 3 hour. Product: ClC1CC2=C(SC3=C1C=CC=C3)C=CC(=C2)C(F)(F)F (10-chloro-10,11-dihydro-2-trifluoromethyl-dibenzo[b,f]thiepin). As a reaction SMILES: [F:1][C:2]([F:20])([F:19])[C:3]1[CH:18]=[CH:17][C:6]2[S:7][C:8]3[CH:16]=[CH:15][CH:14]=[CH:13][C:9]=3[CH:10](O)[CH2:11][C:5]=2[CH:4]=1.[Cl-:21].[Ca+2].[Cl-].Cl>C1C=CC=CC=1>[Cl:21][CH:10]1[C:9]2[CH:13]=[CH:14][CH:15]=[CH:16][C:8]=2[S:7][C:6]2[CH:17]=[CH:18][C:3]([C:2]([F:20])([F:19])[F:1])=[CH:4][C:5]=2[CH2:11]1 |f:1.2.3|. Reported procedure: 11.4 g of 10,11-dihydro-2-trifluoromethyl-dibenzo[b,f]-thiepin-10-ol 100 ml of benzene and 4 g of calcium chloride are saturated with hydrochloric acid gas for 2 hours at 15° C and subsequently stirred at room temperature for 3 hours. The mixture is filtered and concentrated under reduced pressure. There is obtained 10-chloro-10,11-dihydro-2-trifluoromethyl-dibenzo[b,f]thiepin in the form of yellow crystals. Reactants: C(C(=O)Cl)(=O)Cl (oxalyl chloride), Cl.N1=CC=C(C=C1)C1=NC2=CC=CC=C2C(=C1)C(=O)O (2-(4-pyridyl)quinoline-4-carboxylic acid hydrochloride). Run in C(Cl)Cl (CH2Cl2). Conditions: temperature -10 celsius, time 72 hour. The product is Cl.N1=CC=C(C=C1)C1=NC2=CC=CC=C2C(=C1)C(=O)Cl (2-(4-pyridyl)quinoline4-carboxylic acid chloride hydrochloride). The yield is 126.0%. Reaction SMILES: C(Cl)(=O)C([Cl:4])=O.[ClH:7].[N:8]1[CH:13]=[CH:12][C:11]([C:14]2[CH:23]=[C:22]([C:24](O)=[O:25])[C:21]3[C:16](=[CH:17][CH:18]=[CH:19][CH:20]=3)[N:15]=2)=[CH:10][CH:9]=1>C(Cl)Cl>[ClH:4].[N:8]1[CH:13]=[CH:12][C:11]([C:14]2[CH:23]=[C:22]([C:24]([Cl:7])=[O:25])[C:21]3[C:16](=[CH:17][CH:18]=[CH:19][CH:20]=3)[N:15]=2)=[CH:10][CH:9]=1 |f:1.2,4.5|. Procedure details: 1.3 ml (10.4 mmol) of oxalyl chloride were dissolved in 60 ml of CH2Cl2. The solution was cooled at −10° C. and 3.0 g (14.4 mmol) of 2-(4-pyridyl)quinoline-4-carboxylic acid hydrochloride were added portionwise. The reaction mixture was left 72 hours at room temperature and then evaporated to dryness to yield 4.0 g of the title compound, used without further purification.